This data is from the Open Reaction Database (ORD), a public repository of structured organic reaction records. The task is: describe an organic reaction: reactants, conditions, products, and yield The reactants are 20h, O (water), FC1=CC=C(C=C1)[N+](=O)[O-] (1-fluoro-4-nitrobenzene), C(C1=CC=CC=C1)N1CCNCC1 (1-benzylpiperazine), C([O-])([O-])=O.[K+].[K+] (potassium carbonate). The solvent is C(C)#N (acetonitrile). Product: [N+](=O)([O-])C1=CC=C(C=C1)N1CCN(CC1)CC1=CC=CC=C1 (1-(4-Nitrophenyl)-4-(Phenylmethyl)Piperazine). Reaction SMILES: F[C:2]1[CH:7]=[CH:6][C:5]([N+:8]([O-:10])=[O:9])=[CH:4][CH:3]=1.[CH2:11]([N:18]1[CH2:23][CH2:22][NH:21][CH2:20][CH2:19]1)[C:12]1[CH:17]=[CH:16][CH:15]=[CH:14][CH:13]=1.C(=O)([O-])[O-].[K+].[K+].O>C(#N)C>[N+:8]([C:5]1[CH:6]=[CH:7][C:2]([N:21]2[CH2:22][CH2:23][N:18]([CH2:11][C:12]3[CH:13]=[CH:14][CH:15]=[CH:16][CH:17]=3)[CH2:19][CH2:20]2)=[CH:3][CH:4]=1)([O-:10])=[O:9] |f:2.3.4|. Procedure: To a solution of 48.67 g (0.35 mol) of 1-fluoro-4-nitrobenzene and 67.15 g (0.38 mol) of 1-benzylpiperazine in 600 mL of acetonitrile, add 52.65 g (0.381 mol) of anhydrous potassium carbonate. Heat the reaction mixture to reflux for 20h under nitrogen. After this time, add 300 mL of water and concentrate mixture to 500 mL volume. Extract the mixture with 3×500 mL of methylene chloride. Remove the solvent of the combined organic layers in vacuo. Triturate the resulting crystalline residue with 10... Starting materials: ClC1=C(C=O)C=CC=C1 (2-chlorobenzaldehyde), ClC1=NC(=NC=C1)SC (4-chloro-2-(methylthio)pyrimidine), C(C)(C)[N-]C(C)C.[Li+] (lithium diisopropyl amide), [Li+].CC(C)[N-]C(C)C (LDA). Solvent: C1CCOC1 (THF), C1CCOC1 (THF). Conditions: temperature -78 celsius, time 15 minute. The product is ClC1=NC(=NC=C1C(O)C1=C(C=CC=C1)Cl)SC ((4-chloro-2-methylsulfanyl-pyrimidin-5-yl)-(2-chloropheny)-methanol). As a reaction SMILES: [Cl:1][C:2]1[CH:7]=[CH:6][N:5]=[C:4]([S:8][CH3:9])[N:3]=1.C([N-]C(C)C)(C)C.[Li+].[Cl:18][C:19]1[CH:26]=[CH:25][CH:24]=[CH:23][C:20]=1[CH:21]=[O:22]>C1COCC1>[Cl:1][C:2]1[C:7]([CH:21]([C:20]2[CH:23]=[CH:24][CH:25]=[CH:26][C:19]=2[Cl:18])[OH:22])=[CH:6][N:5]=[C:4]([S:8][CH3:9])[N:3]=1 |f:1.2|. Reported procedure: To a solution of 4-chloro-2-(methylthio)pyrimidine (Aldrich) (20 g, 124.51 mmol) in dry THF (300 mL) at −78° C. under argon was slowly added a solution of 2.0 M lithium diisopropyl amide, i.e., LDA, (109 mL, 1.75 eq) in THF via a cannula. After addition was complete, the resulting mixture was stirred at −78° C. for an additional 15 minutes, after which 2-chlorobenzaldehyde (Aldrich) (29.5 mL, 2.1 eq) was added dropwise via syringe. The reaction mixture was stirred for an additional 30 minutes at... The reactants are [OH-].[Li+] (lithium hydroxide), CN1C(NCC1C(=O)OC)=O (methyl 3-methyl-2-oxo-4-imidazolidinecarboxylate), [H-].[Na+] (sodium hydride), IC(C)C (2-iodopropane), Cl (Hydrochloric acid). Run in O (water), CN(C=O)C (N,N-dimethylformamide). Run at time 18 hour. Yields the product CN1C(N(CC1C(=O)O)C(C)C)=O (3-methyl-1-(1-methylethyl)-2-oxo-4-imidazolidinecarboxylic acid). The yield is 26.9%. As a reaction SMILES: [CH3:1][N:2]1[CH:6]([C:7]([O:9]C)=[O:8])[CH2:5][NH:4][C:3]1=[O:11].[H-].[Na+].I[CH:15]([CH3:17])[CH3:16].[OH-].[Li+].Cl>CN(C)C=O.O>[CH3:1][N:2]1[CH:6]([C:7]([OH:9])=[O:8])[CH2:5][N:4]([CH:15]([CH3:17])[CH3:16])[C:3]1=[O:11] |f:1.2,4.5|. Procedure details: A stirred solution of methyl 3-methyl-2-oxo-4-imidazolidinecarboxylate (316 mg, 2 mmol) (prepared as described in step (ii) of Example 8) in N,N-dimethylformamide (5 ml) was cooled to 0° C. under argon and treated with sodium hydride (60% dispersion in oil) (120 mg, 3.00 mmol). After 10 minutes 2-iodopropane (0.400 ml, 4.00 mmol) was added and the reaction mixture was stirred at room temperature for 18 hours. A solution of lithium hydroxide (57.5 mg, 2.400 mmol) in water (1 ml) was added and the... Solvent: O1CCCC1 (tetrahydrofuran). Reactants: C1(=CC=CC=C1)SC (thioanisole), CC(C)(C)[O-].[K+] (KOt-Bu), [SiH](CC)(CC)CC (Et3SiH). The yield is 67.9%. Procedure: The reaction was conducted according to the General Procedure by heating thioanisole (62 mg, 0.5 mmol, 1 equiv.), KOt-Bu (11 mg, 0.1 mmol, 0.2 equiv) and Et3SiH (239 microliters, 1.5 mmol, 3 equiv.) in 1 mL of tetrahydrofuran for 65 hours at 65° C. After aqueous work up, the crude reaction mixture was purified by chromatography on silica using hexanes (isochratic) to obtain 81 mg (68%) of the title compound as a colourless oil. 1H NMR (500 MHz, THF-d8) δ 7.31-7.26 (m, 2H), 7.25-7.19 (m, 2H), 7.1... The product is C(C)[Si](CSC1=CC=CC=C1)(CC)CC (Triethyl((phenylthio)methyl)silane). RXN SMILES: [C:1]1([S:7][CH3:8])[CH:6]=[CH:5][CH:4]=[CH:3][CH:2]=1.CC([O-])(C)C.[K+].[SiH:15]([CH2:20][CH3:21])([CH2:18][CH3:19])[CH2:16][CH3:17]>O1CCCC1>[CH2:16]([Si:15]([CH2:20][CH3:21])([CH2:18][CH3:19])[CH2:8][S:7][C:1]1[CH:6]=[CH:5][CH:4]=[CH:3][CH:2]=1)[CH3:17] |f:1.2|. Reactants: C(C1=CC=CC=C1)(=O)C1=C(C=C(N1C)CC1=CC=C(C=C1)[N+](=O)[O-])C (4-[5-benzoyl-1,4-dimethyl-1H-pyrrol-2-ylmethyl]nitrobenzene), [OH-].[NH4+] (ammonium hydroxide). Reagents/catalysts: B#[Ni] (nickel boride). Solvent: CO (methanol), Cl (hydrochloric acid). Conditions: temperature 75 celsius, time 15 hour. Yields the product C(C1=CC=CC=C1)(=O)C1=C(C=C(N1C)CC1=CC=C(N)C=C1)C (4-[5-benzoyl-1,4-dimethyl-1H-pyrrol-2-ylmethyl]aniline). Isolated yield 96.4%. RXN SMILES: [C:1]([C:9]1[N:13]([CH3:14])[C:12]([CH2:15][C:16]2[CH:21]=[CH:20][C:19]([N+:22]([O-])=O)=[CH:18][CH:17]=2)=[CH:11][C:10]=1[CH3:25])(=[O:8])[C:2]1[CH:7]=[CH:6][CH:5]=[CH:4][CH:3]=1.[OH-].[NH4+]>CO.Cl.B#[Ni]>[C:1]([C:9]1[N:13]([CH3:14])[C:12]([CH2:15][C:16]2[CH:17]=[CH:18][C:19]([NH2:22])=[CH:20][CH:21]=2)=[CH:11][C:10]=1[CH3:25])(=[O:8])[C:2]1[CH:3]=[CH:4][CH:5]=[CH:6][CH:7]=1 |f:1.2|. Procedure details: To a slurry of 4-[5-benzoyl-1,4-dimethyl-1H-pyrrol-2-ylmethyl]nitrobenzene (3.55 g, 10.6 mmol) [prepared as in Example 2, Step (a)] in methanol (170 ml) and hydrochloric acid (50 ml, 1M) was added nickel boride (3.41 g, 26.6 mmol), and the mixture was stirred at 75° C. for 15 h. The reaction mixture was cooled, basified with ammonium hydroxide and the product was extracted into ethyl acetate. The organic phase was washed with water and dried over sodium sulfate. Evaporation of the solvent gave 4... Reactants: CC(=O)[O-], CCO, Cc1cc(C=O)ccc1C(=O)NCC(F)(F)F, Cl, [Na+], O, NO. Yields the product Cc1cc(C=NO)ccc1C(=O)NCC(F)(F)F. Reaction SMILES: [CH3:22][C:23](=[O:24])[O-:25].[CH3:26][CH2:27][OH:28].[CH:1](=[O:2])[c:3]1[cH:4][c:5]([CH3:17])[c:6]([C:7](=[O:8])[NH:9][CH2:10][C:11]([F:12])([F:13])[F:14])[cH:15][cH:16]1.[ClH:18].[Na+:21].[OH2:29].[OH:19][NH2:20]>>[CH:1]([c:3]1[cH:4][c:5]([CH3:17])[c:6]([C:7](=[O:8])[NH:9][CH2:10][C:11]([F:12])([F:13])[F:14])[cH:15][cH:16]1)=[N:20][OH:19].